This data is from the Open Reaction Database (ORD), a public repository of structured organic reaction records. The task is: describe an organic reaction: reactants, conditions, products, and yield The reactants are CC1=NNC(=C1C1=CC=CC=C1)C (3,5-dimethyl-4-phenyl-1H-pyrazole), ClC1=NC=C(C(=O)OCC)C=C1 (ethyl 6-chloronicotinate), C([O-])([O-])=O.[K+].[K+] (potassium carbonate), CS(=O)C (dimethyl sulfoxide). The solvent is C(C)(=O)OCC (ethyl acetate), C1(=CC=CC=C1)C (toluene). Conditions: temperature 160 celsius, time 16 hour. Yields the product CC1=NN(C(=C1C1=CC=CC=C1)C)C1=NC=C(C(=O)OCC)C=C1 (ethyl 6-(3,5-dimethyl-4-phenyl-1H-pyrazol-1-yl)nicotinate). Isolated yield 52.1%. Reaction SMILES: [CH3:1][C:2]1[C:6]([C:7]2[CH:12]=[CH:11][CH:10]=[CH:9][CH:8]=2)=[C:5]([CH3:13])[NH:4][N:3]=1.Cl[C:15]1[CH:25]=[CH:24][C:18]([C:19]([O:21][CH2:22][CH3:23])=[O:20])=[CH:17][N:16]=1.C(=O)([O-])[O-].[K+].[K+].CS(C)=O>C(OCC)(=O)C.C1(C)C=CC=CC=1>[CH3:13][C:5]1[C:6]([C:7]2[CH:8]=[CH:9][CH:10]=[CH:11][CH:12]=2)=[C:2]([CH3:1])[N:3]([C:15]2[CH:25]=[CH:24][C:18]([C:19]([O:21][CH2:22][CH3:23])=[O:20])=[CH:17][N:16]=2)[N:4]=1 |f:2.3.4|. Procedure: A mixture of 3,5-dimethyl-4-phenyl-1H-pyrazole (2.50 g, 14.5 mmol), ethyl 6-chloronicotinate (5.39 g, 29.0 mmol), potassium carbonate (8.02 g, 58.1 mmol) and dimethyl sulfoxide (100 mL) was stirred at 160° C. for 16 h. After cooling to room temperature, the mixture was diluted with ethyl acetate and toluene (2:1) and washed with water. The organic fraction was dried over MgSO4 and concentrated under reduced pressure. The residue was purified by silica-gel column chromatography eluting with hexan...